This data is from the Open Reaction Database (ORD), a public repository of structured organic reaction records. The task is: describe an organic reaction: reactants, conditions, products, and yield Starting materials: C1(=CC=CC=C1)C1=NN=C(S1)N (5-phenyl-1,3,4-thiadiazol-2-amine), ClCCCC(=O)Cl (4-chloro-butyryl chloride), C([O-])([O-])=O.[K+].[K+] (potassium carbonate). The solvent is C1(=CC=CC=C1)C (toluene). The product is ClCCCC(=O)NC=1SC(=NN1)C1=CC=CC=C1 (4-Chloro-N-(5-phenyl-1,3,4-thiadiazol-2-yl)butanamide). The yield is 85.2%. Reaction SMILES: [C:1]1([C:7]2[S:11][C:10]([NH2:12])=[N:9][N:8]=2)[CH:6]=[CH:5][CH:4]=[CH:3][CH:2]=1.[Cl:13][CH2:14][CH2:15][CH2:16][C:17](Cl)=[O:18].C(=O)([O-])[O-].[K+].[K+]>C1(C)C=CC=CC=1>[Cl:13][CH2:14][CH2:15][CH2:16][C:17]([NH:12][C:10]1[S:11][C:7]([C:1]2[CH:2]=[CH:3][CH:4]=[CH:5][CH:6]=2)=[N:8][N:9]=1)=[O:18] |f:2.3.4|. Reported procedure: A mixture of 5-phenyl-1,3,4-thiadiazol-2-amine (7.1 g, 0.04 mol), 4-chloro-butyryl chloride (11.3 g, 9.0 ml, 0.08 mol) and potassium carbonate (5.5 g, 0.04 mole) in toluene (100 ml) was heated under reflux for 4 hr. The toluene was then evaporated under reduced pressure. The residue was then quenched with water, stirred, and filtered. The solid obtained was washed, dried and recrystallized from toluene to give the required product (9.6 g, 85% yield), mp 159-62° C., m/e 281, 87% (consistent with ... Starting materials: N1CCNCCNCC1 (1,4,7-triazacyclononane), BrC1CCC(N1OCC1=CC=CC=C1)=O (5-bromo-1-benzyloxy-2-pyrrolidone). Product: C(C1=CC=CC=C1)ON1C(CCC1N1CCN(CCN(CC1)C1CCC(N1OCC1=CC=CC=C1)=O)C1CCC(N1OCC1=CC=CC=C1)=O)=O (N,N′,N″-Tris(1-benzyloxy-2-pyrrolidone-5-yl)-1,4,7-triazacyclononane). Reaction SMILES: [NH:1]1[CH2:9][CH2:8][NH:7][CH2:6][CH2:5][NH:4][CH2:3][CH2:2]1.Br[CH:11]1[N:15]([O:16][CH2:17][C:18]2[CH:23]=[CH:22][CH:21]=[CH:20][CH:19]=2)[C:14](=[O:24])[CH2:13][CH2:12]1>>[CH2:17]([O:16][N:15]1[CH:11]([N:1]2[CH2:9][CH2:8][N:7]([CH:11]3[N:15]([O:16][CH2:17][C:18]4[CH:23]=[CH:22][CH:21]=[CH:20][CH:19]=4)[C:14](=[O:24])[CH2:13][CH2:12]3)[CH2:6][CH2:5][N:4]([CH:11]3[N:15]([O:16][CH2:17][C:18]4[CH:23]=[CH:22][CH:21]=[CH:20][CH:19]=4)[C:14](=[O:24])[CH2:13][CH2:12]3)[CH2:3][CH2:2]2)[CH2:12][CH2:13][C:14]1=[O:24])[C:18]1[CH:23]=[CH:22][CH:21]=[CH:20][CH:19]=1. Reported procedure: From 1,4,7-triazacyclononane (1.1.3), 5-bromo-1-benzyloxy-2-pyrrolidone (1.2.6.11) and base. The reactants are O=C([O-])[O-], CCCBr, COc1cc(C(=O)CCC(=O)c2cc(OC)c(OC)c(OC)c2)cc(I)c1O, [K+], [K+], CN(C)C=O. Product: CCCOc1c(I)cc(C(=O)CCC(=O)c2cc(OC)c(OC)c(OC)c2)cc1OC. RXN SMILES: [C:33](=[O:34])([O-:35])[O-:36].[CH2:1]([CH2:2][CH3:3])[Br:4].[I:5][c:6]1[c:7]([OH:32])[c:8]([O:30][CH3:31])[cH:9][c:10]([C:12]([CH2:13][CH2:14][C:15](=[O:16])[c:17]2[cH:18][c:19]([O:27][CH3:28])[c:20]([O:25][CH3:26])[c:21]([O:23][CH3:24])[cH:22]2)=[O:29])[cH:11]1.[K+:37].[K+:38].[O:39]=[CH:40][N:41]([CH3:42])[CH3:43]>>[CH2:1]([CH2:2][CH3:3])[O:32][c:7]1[c:6]([I:5])[cH:11][c:10]([C:12]([CH2:13][CH2:14][C:15](=[O:16])[c:17]2[cH:18][c:19]([O:27][CH3:28])[c:20]([O:25][CH3:26])[c:21]([O:23][CH3:24])[cH:22]2)=[O:29])[cH:9][c:8]1[O:30][CH3:31]. Reactants: CC(C)(C)OC(=O)N1CCN(c2ccc(C3CC3)cc2C2CC2)CC1, CCOCC, ClCCl, Cl, C1COCCO1. The product is c1cc(N2CCNCC2)c(C2CC2)cc1C1CC1. As a reaction SMILES: [C:1]([O:2][C:3](=[O:4])[N:8]1[CH2:9][CH2:10][N:11]([c:14]2[c:15]([CH:23]3[CH2:24][CH2:25]3)[cH:16][c:17]([CH:20]3[CH2:21][CH2:22]3)[cH:18][cH:19]2)[CH2:12][CH2:13]1)([CH3:5])([CH3:6])[CH3:7].[CH3:33][CH2:34][O:35][CH2:36][CH3:37].[Cl:38][CH2:39][Cl:40].[ClH:32].[O:26]1[CH2:27][CH2:28][O:29][CH2:30][CH2:31]1>>[NH:8]1[CH2:9][CH2:10][N:11]([c:14]2[c:15]([CH:23]3[CH2:24][CH2:25]3)[cH:16][c:17]([CH:20]3[CH2:21][CH2:22]3)[cH:18][cH:19]2)[CH2:12][CH2:13]1. The reactants are CCOCC, Cl, COC=C(CCC(F)(F)F)c1ccc(-c2ccc(C(F)(F)F)cc2)nc1, [Na+], C1CCOC1, [OH-]. Product: O=CC(CCC(F)(F)F)c1ccc(-c2ccc(C(F)(F)F)cc2)nc1. Reaction SMILES: [CH3:35][CH2:36][O:37][CH2:38][CH3:39].[ClH:32].[F:1][C:2]([CH2:3][CH2:4][C:5](=[CH:6][O:7][CH3:8])[c:9]1[cH:10][cH:11][c:12](-[c:15]2[cH:16][cH:17][c:18]([C:21]([F:22])([F:23])[F:24])[cH:19][cH:20]2)[n:13][cH:14]1)([F:25])[F:26].[Na+:34].[O:27]1[CH2:28][CH2:29][CH2:30][CH2:31]1.[OH-:33]>>[F:1][C:2]([CH2:3][CH2:4][CH:5]([CH:6]=[O:7])[c:9]1[cH:10][cH:11][c:12](-[c:15]2[cH:16][cH:17][c:18]([C:21]([F:22])([F:23])[F:24])[cH:19][cH:20]2)[n:13][cH:14]1)([F:25])[F:26]. Starting materials: O=S(=O)(Cl)c1cc(F)c(Br)cc1F, C1COCCN1, ClCCl. Yields the product O=S(=O)(c1cc(F)c(Br)cc1F)N1CCOCC1. Reaction SMILES: [Br:7][c:8]1[cH:9][c:10]([F:19])[c:11]([S:15](=[O:16])(=[O:17])[Cl:18])[cH:12][c:13]1[F:14].[CH2:1]1[CH2:2][O:3][CH2:4][CH2:5][NH:6]1.[Cl:20][CH2:21][Cl:22]>>[CH2:1]1[CH2:2][O:3][CH2:4][CH2:5][N:6]1[S:15]([c:11]1[c:10]([F:19])[cH:9][c:8]([Br:7])[c:13]([F:14])[cH:12]1)(=[O:16])=[O:17]. Starting materials: ClC1=CC2=C(C=3CCCN(C3CC2)C(=O)NC(CCl)=O)C=C1 (8-chloro-N-(chloroacetyl)-2,3,5,6-tetrahydrobenzo[f]quinoline-4(1H)-carboxamide), O.NN (hydrazine hydrate). Run in C(C)O (ethanol). Reaction conditions: time 3 hour. Yields the product ClC1=CC2=C(C=3CCCN(C3CC2)C(=O)N)C=C1 (8-chloro-2,3,5,6-tetrahydrobenzo[f]quinoline-4(1H)-carboxamide). RXN SMILES: [Cl:1][C:2]1[CH:22]=[CH:21][C:5]2[C:6]3[CH2:7][CH2:8][CH2:9][N:10]([C:14]([NH:16]C(=O)CCl)=[O:15])[C:11]=3[CH2:12][CH2:13][C:4]=2[CH:3]=1.O.NN>C(O)C>[Cl:1][C:2]1[CH:22]=[CH:21][C:5]2[C:6]3[CH2:7][CH2:8][CH2:9][N:10]([C:14]([NH2:16])=[O:15])[C:11]=3[CH2:12][CH2:13][C:4]=2[CH:3]=1 |f:1.2|. Reported procedure: A suspension of 11.85 g (0.035 mol) of 8-chloro-N-(chloroacetyl)-2,3,5,6-tetrahydrobenzo[f]quinoline-4(1H)-carboxamide and 4.4 ml (0.091 mol) of hydrazine hydrate in 250 ml of ethanol is stirred at room temperature for 3 hours, concentrated in a vacuum and extracted with methylene chloride/water. Drying with magnesium sulfate and distillation of the solvent in a vacuum yields 8-chloro-2,3,5,6-tetrahydrobenzo[f]quinoline-4(1H)-carboxamide as white crystals which exhibit a melting point of 169°-17... Reactants: COC(C1=CC=C(C=C1)C=1N=C(N(C1)C1=CC=C(C=C1)NCC(=O)OC)CC1=CC=C(C=C1)Br)=O (4-{2-(4-Bromo-benzyl)-1-[4-(methoxycarbonylmethyl-amino)-phenyl]-1H-imidazol-4-yl}-benzoic acid methyl ester), C1(CCCCC1)C1=CC=C(C=C1)B(O)O (4-cyclohexyl-phenylboronic acid). The product is COC(C1=CC=C(C=C1)C=1N=C(N(C1)C1=CC=C(C=C1)NCC(=O)OC)CC1=CC=C(C=C1)C1=CC=C(C=C1)C1CCCCC1)=O (4-{2-(4′-cyclohexyl-biphenyl-4-ylmethyl)-1-[4-(methoxycarbonylmethyl-amino)-phenyl]-1H-imidazol-4-yl}-benzoic acid methyl ester). Reaction SMILES: [CH3:1][O:2][C:3](=[O:35])[C:4]1[CH:9]=[CH:8][C:7]([C:10]2[N:11]=[C:12]([CH2:27][C:28]3[CH:33]=[CH:32][C:31](Br)=[CH:30][CH:29]=3)[N:13]([C:15]3[CH:20]=[CH:19][C:18]([NH:21][CH2:22][C:23]([O:25][CH3:26])=[O:24])=[CH:17][CH:16]=3)[CH:14]=2)=[CH:6][CH:5]=1.[CH:36]1([C:42]2[CH:47]=[CH:46][C:45](B(O)O)=[CH:44][CH:43]=2)[CH2:41][CH2:40][CH2:39][CH2:38][CH2:37]1>>[CH3:1][O:2][C:3](=[O:35])[C:4]1[CH:9]=[CH:8][C:7]([C:10]2[N:11]=[C:12]([CH2:27][C:28]3[CH:33]=[CH:32][C:31]([C:39]4[CH:38]=[CH:37][C:36]([CH:42]5[CH2:47][CH2:46][CH2:45][CH2:44][CH2:43]5)=[CH:41][CH:40]=4)=[CH:30][CH:29]=3)[N:13]([C:15]3[CH:20]=[CH:19][C:18]([NH:21][CH2:22][C:23]([O:25][CH3:26])=[O:24])=[CH:17][CH:16]=3)[CH:14]=2)=[CH:6][CH:5]=1. Procedure: 4-{2-(4-Bromo-benzyl)-1-[4-(methoxycarbonylmethyl-amino)-phenyl]-1H-imidazol-4-yl}-benzoic acid methyl ester (2.7 g, 5 mmol) was coupled with 4-cyclohexyl-phenylboronic acid (1.25 g, 6.0 mmol) according to general procedure G to give 4-{2-(4′-cyclohexyl-biphenyl-4-ylmethyl)-1-[4-(methoxycarbonylmethyl-amino)-phenyl]-1H-imidazol-4-yl}-benzoic acid methyl ester. Reactants: N[C@@H]1CC[C@H](CC1)CNC1=NC(=NC=C1[N+](=O)[O-])NCC1=C(C=CC=C1)OC(F)(F)F (N4-[(trans-4-aminocyclohexyl)methyl]-5-nitro-N2-[2-(trifluoromethoxy)benzyl]pyrimidine-2,4-diamine), FC1=NC=CC=C1 (2-fluoropyridine). Conditions: temperature 165 celsius, time 2 hour. Product: [N+](=O)([O-])C=1C(=NC(=NC1)NCC1=C(C=CC=C1)OC(F)(F)F)NC[C@@H]1CC[C@H](CC1)NC1=NC=CC=C1 (5-nitro-N4-{[trans-4-(pyridin-2-ylamino)cyclohexyl]methyl}-N2-[2-(trifluoromethoxy)benzyl]pyrimidine-2,4-diamine). RXN SMILES: [NH2:1][C@H:2]1[CH2:7][CH2:6][C@H:5]([CH2:8][NH:9][C:10]2[C:15]([N+:16]([O-:18])=[O:17])=[CH:14][N:13]=[C:12]([NH:19][CH2:20][C:21]3[CH:26]=[CH:25][CH:24]=[CH:23][C:22]=3[O:27][C:28]([F:31])([F:30])[F:29])[N:11]=2)[CH2:4][CH2:3]1.F[C:33]1[CH:38]=[CH:37][CH:36]=[CH:35][N:34]=1>>[N+:16]([C:15]1[C:10]([NH:9][CH2:8][C@H:5]2[CH2:4][CH2:3][C@H:2]([NH:1][C:33]3[CH:38]=[CH:37][CH:36]=[CH:35][N:34]=3)[CH2:7][CH2:6]2)=[N:11][C:12]([NH:19][CH2:20][C:21]2[CH:26]=[CH:25][CH:24]=[CH:23][C:22]=2[O:27][C:28]([F:30])([F:31])[F:29])=[N:13][CH:14]=1)([O-:18])=[O:17]. Procedure: A mixture of N4-[(trans-4-aminocyclohexyl)methyl]-5-nitro-N2-[2-(trifluoromethoxy)benzyl]pyrimidine-2,4-diamine (100 mg, 0.23 mmol), 2-fluoropyridine (0.5 mL) and diisopropylethyl (0.2 mL) was placed in a microwave tube and heated to 150° C. in the Personal Chemistry Microwave for 1 h, 165° C. for 1 h, then 185° C. for another 2 h. The reaction mixture was concentrated and the resulting residue was diluted with ethyl acetate. The organic phase was washed with 10% citric acid and brine. The organ...